This data is from the Open Reaction Database (ORD), a public repository of structured organic reaction records. The task is: describe an organic reaction: reactants, conditions, products, and yield Isolated yield 50.0%. Yields the product C(C)S=C1OC(=NN1)C(=O)OC (Methyl Ethyl-1,3,4-oxadiazole-2-thione-5-carboxylate). RXN SMILES: [K].[CH2:2]([O:4][C:5]([C:7]1[O:11][C:10](=[S:12])[NH:9][N:8]=1)=[O:6])C.IC.[CH3:15][CH2:16]O>>[CH2:15]([SH:12]=[C:10]1[NH:9][N:8]=[C:7]([C:5]([O:4][CH3:2])=[O:6])[O:11]1)[CH3:16] |f:0.1,^1:0|. The reactants are [K].C(C)OC(=O)C1=NNC(O1)=S (ethyl-1,3,4-oxadiazole-2-thione-5-carboxylate potassium), IC (iodomethane), CCO (EtOH). Procedure: Following the procedure of Partyka and Crenshaw in U.S. Pat. No. 4,001,238, a solution of ethyl-1,3,4-oxadiazole-2-thione-5-carboxylate potassium salt dimethylsulfoxide solvate (4.1 g, 24 mmol) and iodomethane (6.7 g, 47 mmol) are heated for 1 hour at reflux in EtOH (20 mL). A solid is removed by vacuum filtration, and the filtrate is concentrated. Water (40 mL) is added to the resultant material, a solid is isolated by vacuum filtration, dried at 50° C./0.5 mmHg overnight to afford the desired ... Starting materials: [Al+3], CCOC1(Nc2cccnc2N(C)C2CCN(Cc3ccccc3)CC2)CC1, [H-], [H-], [H-], [H-], [Li+], C1CCOC1. Yields the product CN(c1ncccc1NC1CC1)C1CCN(Cc2ccccc2)CC1. Reaction SMILES: [Al+3:30].[CH2:1]([c:2]1[cH:3][cH:4][cH:5][cH:6][cH:7]1)[N:8]1[CH2:9][CH2:10][CH:11]([N:14]([c:15]2[n:16][cH:17][cH:18][cH:19][c:20]2[NH:21][C:22]2([O:25][CH2:26][CH3:27])[CH2:23][CH2:24]2)[CH3:28])[CH2:12][CH2:13]1.[H-:29].[H-:32].[H-:33].[H-:34].[Li+:31].[O:35]1[CH2:36][CH2:37][CH2:38][CH2:39]1>>[CH2:1]([c:2]1[cH:3][cH:4][cH:5][cH:6][cH:7]1)[N:8]1[CH2:9][CH2:10][CH:11]([N:14]([c:15]2[n:16][cH:17][cH:18][cH:19][c:20]2[NH:21][CH:22]2[CH2:23][CH2:24]2)[CH3:28])[CH2:12][CH2:13]1. The reactants are CN1C(CCC1)=O (N-methylpyrrolidone), BrC1=CC(=C(N)C=C1)C (4-bromo-2-methylaniline), [Cu](C#N)C#N (copper cyanide), N (ammonia). The solvent is O (water). Reaction conditions: temperature 200 celsius. Product: NC1=C(C=C(C#N)C=C1)C (4-Amino-3-methylbenzonitrile). RXN SMILES: C[N:2]1[CH2:6][CH2:5][CH2:4][C:3]1=O.BrC1C=C[C:12]([NH2:13])=[C:11]([CH3:16])[CH:10]=1.[Cu](C#N)C#N.N>O>[NH2:13][C:12]1[CH:3]=[CH:4][C:5]([C:6]#[N:2])=[CH:10][C:11]=1[CH3:16]. Procedure: To an N-methylpyrrolidone (0.5 L) solution of 4-bromo-2-methylaniline (40 g) was added copper cyanide (38.5 g). The stirred mixture was heated at 200° C. for 2.5 hrs. The mixture was cooled to room temperature then water (1.9 L) and ammonia (0.5 L, 32%) were added. The mixture was extracted with ethyl acetate (2×1.2 L) and the combined organic phases then washed with a mixture of water/ammonia (0.5 L+0.2 L, 32%) and dried over Na2SO4. The solvent was evaporated under vacuum to give the title com... Starting materials: [OH-].[Na+] (sodium hydroxide), C=CCS (allylthiol), C(C)C1C(N(C1)OC(C)=O)=O (ethyl acetoxyazetidinone). The solvent is O (water), O (water). Reaction conditions: time 10 minute. The product is C(C=C)SC1C(C(N1)=O)CC (4-Allylthio-3-ethylazetidinone). As a reaction SMILES: [OH-].[Na+].[CH2:3]=[CH:4][CH2:5][SH:6].[CH2:7]([CH:9]1[CH2:12][N:11](OC(=O)C)[C:10]1=[O:17])[CH3:8]>O>[CH2:5]([S:6][CH:12]1[NH:11][C:10](=[O:17])[CH:9]1[CH2:7][CH3:8])[CH:4]=[CH2:3] |f:0.1|. Reported procedure: To a solution of 1.06 g of sodium hydroxide in 14 ml of water were added 2.82 ml of allylthiol. The solution was stirred under an argon atmosphere for 10 minutes. To this solution was added, over a period of 1 minute, a solution of 3.79 g of ethyl acetoxyazetidinone in 6 ml of water. After about 15 minutes, when the starting material had been consumed, the solution was extracted three times with dichloromethane. The combined organic extracts were back-extracted with water, then dried over magnes... The reactants are [BH3-]C#N.[Na+] (NaBH3CN), C([O-])(O)=O.[Na+] (sodium bicarbonate), C(C)=O (Acetaldehyde), COC(=O)C=1C=C(C2=C(S(CC3=C(O2)C(=CC(=C3)CN)Cl)(=O)=O)C1)C (2-Aminomethyl-4-chloro-6-methyl-10,10-dioxo-10,11-dihydro-5-oxa-10lambda *6*-thia-dibenzo[a,d]cycloheptene-8-carboxylic acid methyl ester), C(=O)(C(F)(F)F)O (TFA). Solvent: CO (methanol). Reaction conditions: temperature 0 celsius, time 2 hour. Product: COC(=O)C=1C=C(C2=C(S(CC3=C(O2)C(=CC(=C3)CN(CC)CC)Cl)(=O)=O)C1)C (4-Chloro-2-diethylaminomethyl-6-methyl-10,10-dioxo-10,11-dihydro-5-oxa-10lambda*6*-thia-dibenzo[a,d]cycloheptene-8-carboxylic acid methyl ester). Reaction SMILES: [CH:1](=O)[CH3:2].[CH3:4][O:5][C:6]([C:8]1[CH:9]=[C:10]([CH3:28])[C:11]2[O:17][C:16]3[C:18]([Cl:24])=[CH:19][C:20]([CH2:22][NH2:23])=[CH:21][C:15]=3[CH2:14][S:13](=[O:26])(=[O:25])[C:12]=2[CH:27]=1)=[O:7].[C:29](O)([C:31](F)(F)F)=O.[BH3-]C#N.[Na+].C(=O)(O)[O-].[Na+]>CO>[CH3:4][O:5][C:6]([C:8]1[CH:9]=[C:10]([CH3:28])[C:11]2[O:17][C:16]3[C:18]([Cl:24])=[CH:19][C:20]([CH2:22][N:23]([CH2:1][CH3:2])[CH2:29][CH3:31])=[CH:21][C:15]=3[CH2:14][S:13](=[O:25])(=[O:26])[C:12]=2[CH:27]=1)=[O:7] |f:3.4,5.6|. Procedure details: Acetaldehyde (0.1 ml, 2.35 mmol) was added to a cooled solution of Example 198k (0.2 g, 0.47 mmol) in dry methanol (15 mL). Subsequently TFA (0.036 ml, 0.47 mmol) was added and the reaction mixture was stirred for 2 h. at 0° C. NaBH3CN (0.075 g, 1.17 mmol) was added and the reaction mixture was stirred for 15 h at room temperature. It was treated with a 10% aqueous sodium bicarbonate solution (1 mL) and the solid that precipitated was filtered, washed with water, dried and purified using flash c... The reactants are CSCCCC(N(C)C)C1(c2ccc(Cl)cc2)CCC1, O=C(OO)c1cccc(Cl)c1, ClCCl, Cl. Product: CN(C)C(CCCS(C)=O)C1(c2ccc(Cl)cc2)CCC1. RXN SMILES: [CH3:12][N:13]([CH3:14])[CH:15]([CH2:16][CH2:17][CH2:18][S:19][CH3:20])[C:21]1([c:25]2[cH:26][cH:27][c:28]([Cl:31])[cH:29][cH:30]2)[CH2:22][CH2:23][CH2:24]1.[Cl:1][c:2]1[cH:3][cH:4][cH:5][c:6]([C:7]([O:8][OH:10])=[O:9])[cH:11]1.[Cl:32][CH2:33][Cl:34].[ClH:35]>>[O:9]=[S:19]([CH2:18][CH2:17][CH2:16][CH:15]([N:13]([CH3:12])[CH3:14])[C:21]1([c:25]2[cH:26][cH:27][c:28]([Cl:31])[cH:29][cH:30]2)[CH2:22][CH2:23][CH2:24]1)[CH3:20].